From a dataset of the Open Reaction Database (ORD), a public repository of structured organic reaction records. describe an organic reaction: reactants, conditions, products, and yield The reactants are [N+](=O)([O-])C=1C=C(C=C(C(=O)C)P(OC)(OC)=O)C=CC1 (dimethyl 1-(3-nitrobenzylidene)-acetonylphosphonate), N\C(=C/C(=O)OCCN(C)CC1=CC=CC=C1)\C (2-(N-benzyl-N-methylamino)-ethyl 3-aminocrotonate). The solvent is C(C)(C)O (isopropanol). Procedure: To a mixture of 3.42 grams of dimethyl 1-(3-nitrobenzylidene)-acetonylphosphonate and 3.13 grams of 2-(N-benzyl-N-methylamino)-ethyl 3-aminocrotonate was added 50 ml of isopropanol and the mixture was heated to reflux for four hours with stirring. The reaction mixture was concentrated in vacuo, the residue was dissolved in ethyl acetate, to this was added 5% hydrochloric acid solution followed by separation, chloroform was added the lower layer followed by separation, the chloroform layer was wa... Yield: 21.1%. Yields the product COP(=O)(C=1C(C(=C(NC1C)C)C(=O)OCCN(C)CC1=CC=CC=C1)C1=CC(=CC=C1)[N+](=O)[O-])OC (2-(N-benzyl-N-methylamino)-ethyl 5-dimethoxyphosphinyl-2,6-dimethyl-4-(3-nitrophenyl)-1,4-dihydropyridine-3-carboxylate). RXN SMILES: [N+:1]([C:4]1[CH:5]=[C:6]([CH:18]=[CH:19][CH:20]=1)[CH:7]=[C:8]([P:12](=[O:17])([O:15][CH3:16])[O:13][CH3:14])[C:9]([CH3:11])=O)([O-:3])=[O:2].[NH2:21]/[C:22](/[CH3:38])=[CH:23]\[C:24]([O:26][CH2:27][CH2:28][N:29]([CH2:31][C:32]1[CH:37]=[CH:36][CH:35]=[CH:34][CH:33]=1)[CH3:30])=[O:25]>C(O)(C)C>[CH3:14][O:13][P:12]([O:15][CH3:16])([C:8]1[CH:7]([C:6]2[CH:18]=[CH:19][CH:20]=[C:4]([N+:1]([O-:3])=[O:2])[CH:5]=2)[C:23]([C:24]([O:26][CH2:27][CH2:28][N:29]([CH2:31][C:32]2[CH:33]=[CH:34][CH:35]=[CH:36][CH:37]=2)[CH3:30])=[O:25])=[C:22]([CH3:38])[NH:21][C:9]=1[CH3:11])=[O:17]. Reaction conditions: temperature 0 celsius. Starting materials: C([O-])(O)=O.[Na+] (sodium bicarbonate), S(=O)(Cl)Cl (thionyl chloride), FC=1C(=NC=CC1)CO ((3-fluoro-pyridin-2-yl)-methanol). The product is ClCC1=NC=CC=C1F (2-Chloromethyl-3-fluoro-pyridine). Yield: 80.5%. Reaction SMILES: [F:1][C:2]1[C:3]([CH2:8]O)=[N:4][CH:5]=[CH:6][CH:7]=1.S(Cl)([Cl:12])=O.C(=O)(O)[O-].[Na+]>ClCCl.[Cl-].[Na+].O>[Cl:12][CH2:8][C:3]1[C:2]([F:1])=[CH:7][CH:6]=[CH:5][N:4]=1 |f:2.3,5.6.7|. Procedure: Dissolve (3-fluoro-pyridin-2-yl)-methanol (215 mg, 1.69 mmol) in dichloromethane (10 mL) and cool to 0° C. Add thionyl chloride (160 μL, 2.20 mmol) and stir the reaction for one hour. Add dichloromethane (50 mL) and stir the reaction with saturated aqueous sodium bicarbonate (2×40 mL) and brine (2×40 mL). Separate and dry the organic portion over magnesium sulfate, filter, and concentrate under reduced pressure to provide 198 mg (80%) of product, which is used without further purification. MS: m... The solvent is [Cl-].[Na+].O (brine), ClCCl (dichloromethane), ClCCl (dichloromethane).